From a dataset of the Open Reaction Database (ORD), a public repository of structured organic reaction records. describe an organic reaction: reactants, conditions, products, and yield RXN SMILES: [NH2:1][C:2]1[CH:6]=[C:5]([Cl:7])[S:4][C:3]=1[C:8]([O:10]C)=O.[CH:12]([NH2:14])=O>>[Cl:7][C:5]1[S:4][C:3]2[C:8](=[O:10])[NH:14][CH:12]=[N:1][C:2]=2[CH:6]=1. Reported procedure: In a 50 ml round bottom flask equipped with a mechanical stirrer and a reflux condenser, a mixture of 7.0 g (0.036 mole) of methyl 3-amino-5-chloro-2-thiophenecarboxylate and 15 ml of formamide was heated at 205° C. for 7 hours. Upon cooling to room temperature, the reaction solution afforded a precipitate which was filtered: yield about 3.3 g. The crude tan solid was taken up in hot methanol, treated with activated carbon, and filtered. Upon cooling to room temperature, the filtrate afforded ye... Conditions: temperature 205 celsius. The reactants are NC1=C(SC(=C1)Cl)C(=O)OC (methyl 3-amino-5-chloro-2-thiophenecarboxylate), C(=O)N (formamide). Product: ClC1=CC=2N=CNC(C2S1)=O (6-chlorothieno[3,2-d]pyrimidin-4(3H)-one). Starting materials: C(C(=O)Cl)(=O)Cl (oxalyl chloride), [Cl-].[NH4+] (ammonium chloride), OCC=1N=CC(=NC1)C1=CC=C(OCC(C(=O)OC)(C)C)C=C1 (methyl 3-{4-[5-(hydroxymethyl)pyrazin-2-yl]-phenoxy}-2,2-dimethylpropanoate). Solvent: CS(=O)C (dimethylsulfoxide), C(Cl)Cl (methylene chloride), C(Cl)Cl (methylene chloride), C(C)N(CC)CC (Triethylamine), C(C)(=O)OCC (ethyl acetate), C(Cl)Cl (methylene chloride). Run at temperature 0 celsius, time 15 minute. Yields the product C(=O)C=1N=CC(=NC1)C1=CC=C(OCC(C(=O)OC)(C)C)C=C1 (methyl 3-{4-[5-formylpyrazin-2-yl]phenoxy}-2,2-dimethylpropanoate). Yield: 89.9%. Reaction SMILES: C(Cl)(=O)C(Cl)=O.[OH:7][CH2:8][C:9]1[N:10]=[CH:11][C:12]([C:15]2[CH:29]=[CH:28][C:18]([O:19][CH2:20][C:21]([CH3:27])([CH3:26])[C:22]([O:24][CH3:25])=[O:23])=[CH:17][CH:16]=2)=[N:13][CH:14]=1.[Cl-].[NH4+]>C(OCC)(=O)C.C(N(CC)CC)C.C(Cl)Cl.CS(C)=O>[CH:8]([C:9]1[N:10]=[CH:11][C:12]([C:15]2[CH:29]=[CH:28][C:18]([O:19][CH2:20][C:21]([CH3:27])([CH3:26])[C:22]([O:24][CH3:25])=[O:23])=[CH:17][CH:16]=2)=[N:13][CH:14]=1)=[O:7] |f:2.3|. Reported procedure: To a methylene chloride (11 mL) solution of oxalyl chloride (355 μL) was added dropwise a methylene chloride (2 mL) solution of dimethylsulfoxide (450 μL) at −78° C., and the mixture was stirred for 15 minutes. To the mixture was added dropwise a methylene chloride (6 mL) solution of methyl 3-{4-[5-(hydroxymethyl)pyrazin-2-yl]-phenoxy}-2,2-dimethylpropanoate (655 mg) at −78° C., and the mixture was stirred for 10 minutes, and the mixture was stirred for 1 hour and 30 minutes. Triethylamine (2.05...